Dataset: the Open Reaction Database (ORD), a public repository of structured organic reaction records. Task: describe an organic reaction: reactants, conditions, products, and yield The reactants are CCCNC(=O)c1ccc2c(c1)N(C(C)CN1CCCC1)c1ccccc1S2, CBr, CC(C)=O. Yields the product [Br-], CCCNC(=O)c1ccc2c(c1)N(C(C)C[N+]1(C)CCCC1)c1ccccc1S2. As a reaction SMILES: [CH2:1]([CH2:2][CH3:3])[NH:4][C:5](=[O:6])[c:7]1[cH:8][c:9]2[c:18]([cH:19][cH:20]1)[S:17][c:16]1[c:11]([cH:12][cH:13][cH:14][cH:15]1)[N:10]2[CH:21]([CH2:22][N:23]1[CH2:24][CH2:25][CH2:26][CH2:27]1)[CH3:28].[CH3:29][Br:30].[CH3:31][C:32](=[O:33])[CH3:34]>>[Br-:30].[CH2:1]([CH2:2][CH3:3])[NH:4][C:5](=[O:6])[c:7]1[cH:8][c:9]2[c:18]([cH:19][cH:20]1)[S:17][c:16]1[c:11]([cH:12][cH:13][cH:14][cH:15]1)[N:10]2[CH:21]([CH2:22][N+:23]1([CH3:29])[CH2:24][CH2:25][CH2:26][CH2:27]1)[CH3:28].